From a dataset of the Open Reaction Database (ORD), a public repository of structured organic reaction records. describe an organic reaction: reactants, conditions, products, and yield Reaction SMILES: [C:1](=[O:2])([OH:3])[CH2:4][CH2:5][CH2:6][CH2:7][CH2:8][CH2:9][CH2:10][CH2:11][CH2:12][CH2:13][CH2:14][CH2:15][CH2:16][CH2:17][CH2:18][CH2:19][CH2:20][CH2:21][CH2:22][CH2:23][CH2:24][NH:25][C:26]([CH:27]=[CH:28][C:29](=[O:30])[OH:31])=[O:32].[CH3:33][C:34]([O:35][C:36](=[O:37])[CH3:38])=[O:39].[CH3:41][C:42](=[O:43])[O-:44].[Na+:40]>>[C:1](=[O:2])([OH:3])[CH2:4][CH2:5][CH2:6][CH2:7][CH2:8][CH2:9][CH2:10][CH2:11][CH2:12][CH2:13][CH2:14][CH2:15][CH2:16][CH2:17][CH2:18][CH2:19][CH2:20][CH2:21][CH2:22][CH2:23][CH2:24][N:25]1[C:26](=[O:32])[CH:27]=[CH:28][C:29]1=[O:31]. Yields the product O=C(O)CCCCCCCCCCCCCCCCCCCCCN1C(=O)C=CC1=O. Starting materials: O=C(O)C=CC(=O)NCCCCCCCCCCCCCCCCCCCCCC(=O)O, CC(=O)OC(C)=O, CC(=O)[O-], [Na+]. The reactants are CC(=O)O, CSc1nccc(-c2cn[nH]c2N)n1, [I-], I, [K+], O=N[O-], N, [Na+], [Na+], [Na+], O=S([O-])([O-])=S, O, O=S(=O)(O)O. Yields the product CSc1nccc(-c2cn[nH]c2I)n1. RXN SMILES: [CH3:36][C:37](=[O:38])[OH:39].[CH3:5][S:6][c:7]1[n:8][cH:9][cH:10][c:11](-[c:13]2[cH:14][n:15][nH:16][c:17]2[NH2:18])[n:12]1.[I-:25].[I:27].[K+:24].[N:1]([O-:2])=[O:3].[NH3:26].[Na+:28].[Na+:29].[Na+:4].[O-:30][S:31]([O-:32])(=[S:33])=[O:34].[OH2:35].[S:19](=[O:20])(=[O:21])([OH:22])[OH:23]>>[CH3:5][S:6][c:7]1[n:8][cH:9][cH:10][c:11](-[c:13]2[cH:14][n:15][nH:16][c:17]2[I:25])[n:12]1. The reactants are ClC1=CC=C(C=C1)NC(C[C@@H](C(=O)OC)C1CCCCC1)=O (Methyl(2R)-4-((4-chlorophenyl)amino)-2-cyclohexyl-4-oxobutanoate), [OH-].[Na+] (sodium hydroxide). Run in CO (methanol), C1CCOC1 (THF). Yields the product ClC1=CC=C(C=C1)NC(C[C@@H](C(=O)O)C1CCCCC1)=O ((2R)-4-((4-chlorophenyl)amino)-2-cyclohexyl-4-oxobutanoic acid). Isolated yield 100.9%. Reaction SMILES: [Cl:1][C:2]1[CH:7]=[CH:6][C:5]([NH:8][C:9](=[O:22])[CH2:10][C@H:11]([CH:16]2[CH2:21][CH2:20][CH2:19][CH2:18][CH2:17]2)[C:12]([O:14]C)=[O:13])=[CH:4][CH:3]=1.[OH-].[Na+]>CO.C1COCC1>[Cl:1][C:2]1[CH:3]=[CH:4][C:5]([NH:8][C:9](=[O:22])[CH2:10][C@H:11]([CH:16]2[CH2:21][CH2:20][CH2:19][CH2:18][CH2:17]2)[C:12]([OH:14])=[O:13])=[CH:6][CH:7]=1 |f:1.2|. Procedure: Methyl(2R)-4-((4-chlorophenyl)amino)-2-cyclohexyl-4-oxobutanoate (0.29 g) obtained in Example 5a) and 1 N sodium hydroxide (1.0 ml) were dissolved in methanol (12 ml) and THF (3 ml), and mixed at room temperature for 1 hour. Then, the reaction solution was concentrated under reduced pressure, acidified by adding 1 N hydrochloric acid to the concentrated solution and extracted with ethyl acetate. The extract was dried over anhydrous sodium sulfate, and the solvent was distilled off under reduced ... Reactants: BrB(Br)Br, O=C([O-])O, CCCCCCCCOc1ccc(-c2ccc(OC)cc2)nc1, ClCCl, [Na+]. Yields the product CCCCCCCCOc1ccc(-c2ccc(O)cc2)nc1. Reaction SMILES: [B:24]([Br:25])([Br:26])[Br:27].[C:28](=[O:29])([OH:30])[O-:31].[CH3:1][O:2][c:3]1[cH:4][cH:5][c:6](-[c:9]2[n:10][cH:11][c:12]([O:15][CH2:16][CH2:17][CH2:18][CH2:19][CH2:20][CH2:21][CH2:22][CH3:23])[cH:13][cH:14]2)[cH:7][cH:8]1.[Cl:33][CH2:34][Cl:35].[Na+:32]>>[OH:2][c:3]1[cH:4][cH:5][c:6](-[c:9]2[n:10][cH:11][c:12]([O:15][CH2:16][CH2:17][CH2:18][CH2:19][CH2:20][CH2:21][CH2:22][CH3:23])[cH:13][cH:14]2)[cH:7][cH:8]1. Reactants: C(=O)C1=COC2=C(C1=O)C=C(C(=C2)NS(=O)(=O)C)OC2=CC=CC=C2 (3-Formyl-7-methylsulfonylamino-6-phenoxy-4H-1-benzopyran-4-one), B.[Na] (sodium boron hydride). The product is OCC1=COC2=C(C1=O)C=C(C(=C2)NS(=O)(=O)C)OC2=CC=CC=C2 (3-hydroxymethyl-7-methylsulfonylamino-6-phenoxy-4H-1-benzopyran-4-one). Reaction SMILES: [CH:1]([C:3]1[C:8](=[O:9])[C:7]2[CH:10]=[C:11]([O:19][C:20]3[CH:25]=[CH:24][CH:23]=[CH:22][CH:21]=3)[C:12]([NH:14][S:15]([CH3:18])(=[O:17])=[O:16])=[CH:13][C:6]=2[O:5][CH:4]=1)=[O:2].B.[Na]>>[OH:2][CH2:1][C:3]1[C:8](=[O:9])[C:7]2[CH:10]=[C:11]([O:19][C:20]3[CH:25]=[CH:24][CH:23]=[CH:22][CH:21]=3)[C:12]([NH:14][S:15]([CH3:18])(=[O:16])=[O:17])=[CH:13][C:6]=2[O:5][CH:4]=1 |f:1.2,^1:26|. Procedure details: 3-Formyl-7-methylsulfonylamino-6-phenoxy-4H-1-benzopyran-4-one was reduced by sodium boron hydride to obtain 3-hydroxymethyl-7-methylsulfonylamino-6-phenoxy-4H-1-benzopyran-4-one.